Dataset: the Open Reaction Database (ORD), a public repository of structured organic reaction records. Task: describe an organic reaction: reactants, conditions, products, and yield Reactants: CCCCCCCc1ccc(-c2cccs2)s1, CN(C)C=O, O=P(Cl)(Cl)Cl. Product: CCCCCCCc1ccc(-c2ccc(C=O)s2)s1. RXN SMILES: [CH2:6]([CH2:7][CH2:8][CH2:9][CH2:10][CH2:11][CH3:12])[c:13]1[cH:14][cH:15][c:16](-[c:18]2[s:19][cH:20][cH:21][cH:22]2)[s:17]1.[O:23]=[CH:24][N:25]([CH3:26])[CH3:27].[P:1]([Cl:2])([Cl:3])([Cl:4])=[O:5]>>[CH2:6]([CH2:7][CH2:8][CH2:9][CH2:10][CH2:11][CH3:12])[c:13]1[cH:14][cH:15][c:16](-[c:18]2[s:19][c:20]([CH:24]=[O:23])[cH:21][cH:22]2)[s:17]1.